This data is from the Open Reaction Database (ORD), a public repository of structured organic reaction records. The task is: describe an organic reaction: reactants, conditions, products, and yield Starting materials: CC([O-])C.[Al+3].CC([O-])C.CC([O-])C (Aluminium isopropoxide), ClC(C(=O)[C@@H]1C([C@H]1C(=O)OCC)(C)C)Cl ((±) trans ethyl 3-dichloroacetyl-2,2-dimethylcyclopropane-1-carboxylate), Cl (hydrochloric acid). Run in C(C)(C)O (isopropanol). Product: ClC(C(O)[C@@H]1C([C@H]1C(=O)OCC)(C)C)Cl ((±) Trans Ethyl 3-(β,β-Dichloro-α-Hydroxyethyl)-2,2-Dimethylcyclopropane-1-Carboxylate). RXN SMILES: CC(C)[O-].[Al+3].CC(C)[O-].CC(C)[O-].[Cl:14][CH:15]([Cl:28])[C:16]([C@H:18]1[C@H:20]([C:21]([O:23][CH2:24][CH3:25])=[O:22])[C:19]1([CH3:27])[CH3:26])=[O:17].Cl>C(O)(C)C>[Cl:14][CH:15]([Cl:28])[CH:16]([C@H:18]1[C@H:20]([C:21]([O:23][CH2:24][CH3:25])=[O:22])[C:19]1([CH3:27])[CH3:26])[OH:17] |f:0.1.2.3|. Reported procedure: Aluminium isopropoxide (0.97 g, 0.005 M) and (±) trans ethyl 3-dichloroacetyl-2,2-dimethylcyclopropane-1-carboxylate (1.0 g, 0.004 M) were refluxed in isopropanol (6.0 ml) for 16 hours. On cooling, the mixture was poured into 2 N hydrochloric acid (50 ml) and then extracted with ether (3×30 ml). The combined organic layers were extracted with water (2×50 ml), dried and evaporated in vacuo to yield a colourless oil. This product was identical (n.m.r. and i.r. spectra and g.l.c.) to the title prod... Starting materials: C(C)(C)(C)S(=O)(=O)C[C@H](C(=O)N[C@H](C(=O)N[C@H]([C@H](C(=O)C1CC1)O)CC1CCCCC1)CC=1N=CN(C1)C1=C(C=C(C=C1)[N+](=O)[O-])[N+](=O)[O-])CC1=CC=CC=C1 ((S)-α-[(S)-α-[(tert-butylsulphonyl)methyl]hydrocinnamamido]-N-[(1S,2R)-1-(cyclohexylmethyl)-3-cyclopropyl-2-hydroxy-3-oxopropyl]-1-(2,4-dinitrophenyl)imidazole-4-propionamide), C([O-])([O-])=O.[K+].[K+] (potassium carbonate). Solvent: CO (methanol). Product: C(C)(C)(C)S(=O)(=O)C[C@H](C(=O)N[C@H](C(=O)N[C@H]([C@H](C(=O)C1CC1)O)CC1CCCCC1)CC=1N=CNC1)CC1=CC=CC=C1 ((S)-α-[(S)-α-[(tert-butylsulphonyl)methyl]hydrocinnamamido]-N-[(1S,2R)-1-(cyclohexylmethyl)-3-cyclopropyl-2-hydroxy-3-oxopropyl]imidazole-4-propionamide). Reaction SMILES: [C:1]([S:5]([CH2:8][C@@H:9]([CH2:50][C:51]1[CH:56]=[CH:55][CH:54]=[CH:53][CH:52]=1)[C:10]([NH:12][C@@H:13]([CH2:32][C:33]1[N:34]=[CH:35][N:36](C2C=CC([N+]([O-])=O)=CC=2[N+]([O-])=O)[CH:37]=1)[C:14]([NH:16][C@@H:17]([CH2:25][CH:26]1[CH2:31][CH2:30][CH2:29][CH2:28][CH2:27]1)[C@@H:18]([OH:24])[C:19]([CH:21]1[CH2:23][CH2:22]1)=[O:20])=[O:15])=[O:11])(=[O:7])=[O:6])([CH3:4])([CH3:3])[CH3:2].C(=O)([O-])[O-].[K+].[K+]>CO>[C:1]([S:5]([CH2:8][C@@H:9]([CH2:50][C:51]1[CH:56]=[CH:55][CH:54]=[CH:53][CH:52]=1)[C:10]([NH:12][C@@H:13]([CH2:32][C:33]1[N:34]=[CH:35][NH:36][CH:37]=1)[C:14]([NH:16][C@@H:17]([CH2:25][CH:26]1[CH2:31][CH2:30][CH2:29][CH2:28][CH2:27]1)[C@@H:18]([OH:24])[C:19]([CH:21]1[CH2:22][CH2:23]1)=[O:20])=[O:15])=[O:11])(=[O:7])=[O:6])([CH3:4])([CH3:2])[CH3:3] |f:1.2.3|. Reported procedure: In an analogous manner to that described in Example 29, starting from (S)-α-[(S)-α-[(tert-butylsulphonyl)methyl]hydrocinnamamido]-N-[(1S,2R)-1-(cyclohexylmethyl)-3-cyclopropyl-2-hydroxy-3-oxopropyl]-1-(2,4-dinitrophenyl)imidazole-4-propionamide by treatment with potassium carbonate in methanol there is obtained (S)-α-[(S)-α-[(tert-butylsulphonyl)methyl]hydrocinnamamido]-N-[(1S,2R)-1-(cyclohexylmethyl)-3-cyclopropyl-2-hydroxy-3-oxopropyl]imidazole-4-propionamide as an amorphous solid; MS: 629 (M+...